Dataset: the Open Reaction Database (ORD), a public repository of structured organic reaction records. Task: describe an organic reaction: reactants, conditions, products, and yield Reactants: C(C)(C)(C)OC(=O)N1CC(CC1)C(=O)O (1-(tert-butoxycarbonyl)pyrrolidine-3-carboxylic acid), Cl.CNOC (N,O-dimethylhydroxylamine hydrochloride), CCN(C(C)C)C(C)C (DIEA), CCN=C=NCCCN(C)C.Cl (EDC.HCl). Run in C(Cl)Cl (CH2Cl2). Run at time 18 hour. The product is CON(C(=O)C1CN(CC1)C(=O)OC(C)(C)C)C (tert-Butyl 3-(methoxy(methyl)carbamoyl)pyrrolidine-1-carboxylate). RXN SMILES: [C:1]([O:5][C:6]([N:8]1[CH2:12][CH2:11][CH:10]([C:13]([OH:15])=O)[CH2:9]1)=[O:7])([CH3:4])([CH3:3])[CH3:2].Cl.[CH3:17][NH:18][O:19][CH3:20].CCN(C(C)C)C(C)C.CCN=C=NCCCN(C)C.Cl>C(Cl)Cl>[CH3:20][O:19][N:18]([CH3:17])[C:13]([CH:10]1[CH2:11][CH2:12][N:8]([C:6]([O:5][C:1]([CH3:2])([CH3:3])[CH3:4])=[O:7])[CH2:9]1)=[O:15] |f:1.2,4.5|. Reported procedure: To a stirred solution of 1-(tert-butoxycarbonyl)pyrrolidine-3-carboxylic acid (4.00 g, 18.6 mmol), N,O-dimethylhydroxylamine hydrochloride (1.69 g, 17.4 mmol), and DIEA (7.5 mL, 41.8 mmol) in CH2Cl2 (80 mL) was added solid EDC.HCl (4.00 g, 20.9 mmol). The mixture was stirred at rt for 18 h and concentrated under reduced pressure. The residue was taken up in ether (175 mL), washed with 5% aq HCl (2×50 mL) and satd aq NaHCO3 (50 mL), and dried over MgSO4. Removal of the solvent left tert-butyl 3-(... Reactants: C1(=CC=CC=C1)[Si](C)(C)Cl (phenyldimethylsilyl chloride), FC(S(=O)(=O)O)(F)F (trifluoromethanesulfonic acid). Conditions: time 6 hour. Yields the product O(S(=O)(=O)C(F)(F)F)[Si](C)(C)C1=CC=CC=C1 (Phenyldimethylsilyl triflate). As a reaction SMILES: [C:1]1([Si:7](Cl)([CH3:9])[CH3:8])[CH:6]=[CH:5][CH:4]=[CH:3][CH:2]=1.[F:11][C:12]([F:18])([F:17])[S:13]([OH:16])(=[O:15])=[O:14]>>[O:16]([Si:7]([C:1]1[CH:6]=[CH:5][CH:4]=[CH:3][CH:2]=1)([CH3:9])[CH3:8])[S:13]([C:12]([F:18])([F:17])[F:11])(=[O:15])=[O:14]. Procedure details: Phenyldimethylsilyl triflate was prepared by cooling 5 ml of phenyldimethylsilyl chloride to a temperature between 0° and 5° C., and then adding 4.2 ml of trifluoromethanesulfonic acid in a dropwise fashion over a period of about 30 minutes. The resulting mixture was then stirred at a temperature of between 0° and 5° C. for about 6 hours, and subsequently left to stand, with cooling, overnight. The resulting preparation could be used without any further purification. Reactants: C(C)(C)(C)OC(=O)N[C@@H](C(C(=O)O)O)CC1CCCCC1 ((2RS,3R)-3-((tert-butoxycarbonyl)amino)-4-cyclohexyl-2-hydroxybutanoic acid), Cl.C(C1=CC=CC=C1)ON (O-benzyl hydroxylamine hydrochloride), Cl.CN(CCCN=C=NCC)C (1-(3-dimethylaminopropyl)-3-ethylcarbodiimide hydrochloride), ON1N=NC2=C1C=CC=C2 (1-hydroxybenzotriazole), CN1CCOCC1 (N-methylmorpholine). The solvent is ClCCl.CN(C)C=O (dichloromethane DMF), ClCCl (dichloromethane). Run at time 1 hour. Yields the product N[C@@H](C(C(=O)NOCC1=CC=CC=C1)O)CC1CCCCC1 ((2RS,3R)-3-amino-N-(benzyloxy)-4-cyclohexyl-2-hydroxybutanamide). Reaction SMILES: C(OC([NH:8][C@H:9]([CH2:15][CH:16]1[CH2:21][CH2:20][CH2:19][CH2:18][CH2:17]1)[CH:10]([OH:14])[C:11]([OH:13])=O)=O)(C)(C)C.Cl.[CH2:23]([O:30][NH2:31])[C:24]1[CH:29]=[CH:28][CH:27]=[CH:26][CH:25]=1.Cl.CN(C)CCCN=C=NCC.ON1C2C=CC=CC=2N=N1.CN1CCOCC1>ClCCl.ClCCl.CN(C=O)C>[NH2:8][C@H:9]([CH2:15][CH:16]1[CH2:17][CH2:18][CH2:19][CH2:20][CH2:21]1)[CH:10]([OH:14])[C:11]([NH:31][O:30][CH2:23][C:24]1[CH:29]=[CH:28][CH:27]=[CH:26][CH:25]=1)=[O:13] |f:1.2,3.4,8.9|. Procedure details: A solution of Example 1C (0.20 g, 0.66 mmol), O-benzyl hydroxylamine hydrochloride (0.22 g, 1.4 mmol), 1-(3-dimethylaminopropyl)-3-ethylcarbodiimide hydrochloride (0.17 g, 0.89 mmol), 1-hydroxybenzotriazole (0.14 g, 1.0 mmol), and N-methylmorpholine (0.40 mL, 3.6 mmol) in 5:1 dichloromethane/DMF (6 mL) at room temperature was stirred for 16 hours, diluted with dichloromethane, washed sequentially with aqueous NaHCO3, brine, 10% KHSO4, and brine, dried (MgSO4), filtered, and concentrated. The con... The reactants are C(C)OC(C(=O)C1=C(SC(=C1)Br)Br)=O ((2,5-Dibromothiophen-3-yl)-oxo-acetic acid ethyl ester), Cl (HCl). Solvent: CC(=O)C (acetone), O (water), O (water). The product is BrC=1SC(=CC1C(C(=O)O)=O)Br ((2,5-dibromothiophen-3-yl)-oxo-acetic acid). RXN SMILES: C([O:3][C:4](=[O:14])[C:5]([C:7]1[CH:11]=[C:10]([Br:12])[S:9][C:8]=1[Br:13])=[O:6])C.Cl>CC(C)=O.O>[Br:13][C:8]1[S:9][C:10]([Br:12])=[CH:11][C:7]=1[C:5](=[O:6])[C:4]([OH:14])=[O:3]. Reported procedure: (2,5-Dibromothiophen-3-yl)-oxo-acetic acid ethyl ester (1.71 g, 5.0 mmol) was dissolved in 15 ml acetone and 2 ml water, then treated with 15 ml concentrated HCl at reflux for 2 hours. The reaction mixture was then poured into 100 ml water, and extracted into 100 ml of dichloromethane. The organic layer was dried over Na2SO4 and concentrated under vacuum to yield crude (2,5-dibromothiophen-3-yl)-oxo-acetic acid which was used without further purification. Starting materials: CC1=CC(=C2C(=N1)N(CC2)C2=C(C=C(C=C2)OC)C)N2N=C(C=C2)N2CCN(S2(=O)=O)C(=O)OC (Methyl 5-(1-{6-methyl-1-[2-methyl-4-(methyloxy)phenyl]-2,3-dihydro-1H-pyrrolo[2,3-b]pyridin-4-yl}-1H-pyrazol-3-yl)-1,2,5-thiadiazolidine-2-carboxylate 1,1-dioxide), [OH-].[Na+] (NaOH), C(=O)(O)[O-].[Na+] (NaHCO3). Solvent: CO (MeOH), C(Cl)Cl (CH2Cl2), C(Cl)Cl (CH2Cl2). Conditions: time 30 minute. Yields the product O=S1(N(CCN1)C1=NN(C=C1)C1=C2C(=NC(=C1)C)N(CC2)C2=C(C=C(C=C2)OC)C)=O (4-[3-(1,1-Dioxido-1,2,5-thiadiazolidin-2-yl)-1H-pyrazol-1-yl]-6-methyl-1-[2-methyl-4-(methyloxy)phenyl]-2,3-dihydro-1H-pyrrolo[2,3-b]pyridine). Yield: 100.9%. As a reaction SMILES: [CH3:1][C:2]1[N:7]=[C:6]2[N:8]([C:11]3[CH:16]=[CH:15][C:14]([O:17][CH3:18])=[CH:13][C:12]=3[CH3:19])[CH2:9][CH2:10][C:5]2=[C:4]([N:20]2[CH:24]=[CH:23][C:22]([N:25]3[S:29](=[O:31])(=[O:30])[N:28](C(OC)=O)[CH2:27][CH2:26]3)=[N:21]2)[CH:3]=1.[OH-].[Na+].C([O-])(O)=O.[Na+]>CO.C(Cl)Cl>[O:31]=[S:29]1(=[O:30])[NH:28][CH2:27][CH2:26][N:25]1[C:22]1[CH:23]=[CH:24][N:20]([C:4]2[CH:3]=[C:2]([CH3:1])[N:7]=[C:6]3[N:8]([C:11]4[CH:16]=[CH:15][C:14]([O:17][CH3:18])=[CH:13][C:12]=4[CH3:19])[CH2:9][CH2:10][C:5]=23)[N:21]=1 |f:1.2,3.4|. Procedure details: To a solution of example 5-1 (7.2 mg, 0.0144 mmol) in anh. MeOH (1 mL) and anh. CH2Cl2 (2 mL), at r.t., under N2, was added 25% NaOH (40 μL). The reaction mixture was stirred at r.t. for 30 min. It was then poured into sat.aq. NaHCO3 and CH2Cl2 was added. The phases were separated and the aqueous layer was further extracted with CH2Cl2 (2×10 mL). The combined organic extracts were dried over anh. Na2SO4, the solids were filtered and the solvent evaporated to give the title compound (6.4 mg, quan...